describe an organic reaction: reactants, conditions, products, and yield From a dataset of the Open Reaction Database (ORD), a public repository of structured organic reaction records. Starting materials: OC1=NOC2=C1C=CC(=C2)OC (3-hydroxy-6-methoxy-1,2-benzisoxazole), O=P(Cl)(Cl)Cl (POCl3), N1CCNCC1 (piperazine). Solvent: C(C)N(CC)CC (triethylamine). Conditions: temperature 30 celsius. The product is COC1=CC2=C(C(=NO2)N2CCNCC2)C=C1 (6-methoxy-3-(1-piperazinyl)-1,2-benzisoxazole). RXN SMILES: O[C:2]1[C:6]2[CH:7]=[CH:8][C:9]([O:11][CH3:12])=[CH:10][C:5]=2[O:4][N:3]=1.O=P(Cl)(Cl)Cl.[NH:18]1[CH2:23][CH2:22][NH:21][CH2:20][CH2:19]1>C(N(CC)CC)C>[CH3:12][O:11][C:9]1[CH:8]=[CH:7][C:6]2[C:2]([N:18]3[CH2:23][CH2:22][NH:21][CH2:20][CH2:19]3)=[N:3][O:4][C:5]=2[CH:10]=1. Procedure details: Prepare 4-(6-methoxybenzo[d]isoxzaol-3-yl)piperazine by slowly adding a solution of hydroxylamine hydrochloride (57.2 g, 0.823 mol) and water (600 mL) to a solution of sodium hydroxide (76.9 g, 1.92 mol) and water (300 mL). Then add a solution of methyl 4-methoxysalicylate (100 g, 0.55 mol, Aldrich Chemical Co.) and ether (800 mL), stir overnight, evaporate the ether, acidify with dilute hydrochloric acid, cool to 0° C., and filter. Recrystallize the filter cake from methanol to afford the 2-hyd... The reactants are C(C)(C)C1=NN=C2N1N=C(C=C2)C=NC (N-((3-Isopropyl-[1,2,4]triazolo[4,3-b]pyridazin-6-yl)methylene)methanamine), FC1=C(C=CC(=C1)F)C(S(=O)(=O)C1=CC=C(C)C=C1)[N+]#[C-] (2,4-difluoro-1-(isocyano(tosyl)methyl)benzene), C(=O)([O-])[O-].[K+].[K+] (K2CO3). Solvent: CN(C)C=O (DMF). Conditions: temperature 60 celsius. Yields the product FC1=C(C=CC(=C1)F)C=1N=CN(C1C=1C=CC=2N(N1)C(=NN2)C(C)C)C (6-(4-(2,4-Difluorophenyl)-1-methyl-1H-imidazol-5-yl)-3-isopropyl-[1,2,4]triazolo[4,3-b]pyridazine). The yield is 23.1%. As a reaction SMILES: [CH:1]([C:4]1[N:8]2[N:9]=[C:10]([CH:13]=[N:14][CH3:15])[CH:11]=[CH:12][C:7]2=[N:6][N:5]=1)([CH3:3])[CH3:2].[F:16][C:17]1[CH:22]=[C:21]([F:23])[CH:20]=[CH:19][C:18]=1[CH:24]([N+:35]#[C-:36])S(C1C=CC(C)=CC=1)(=O)=O.C([O-])([O-])=O.[K+].[K+]>CN(C=O)C>[F:16][C:17]1[CH:22]=[C:21]([F:23])[CH:20]=[CH:19][C:18]=1[C:24]1[N:35]=[CH:36][N:14]([CH3:15])[C:13]=1[C:10]1[CH:11]=[CH:12][C:7]2[N:8]([C:4]([CH:1]([CH3:2])[CH3:3])=[N:5][N:6]=2)[N:9]=1 |f:2.3.4|. Procedure: N-((3-Isopropyl-[1,2,4]triazolo[4,3-b]pyridazin-6-yl)methylene)methanamine (0.154 g, 0.758 mmol; Preparation #AP.1.1) and 2,4-difluoro-1-(isocyano(tosyl)methyl)benzene (0.233 g, 0.758 mmol, J. W. Pharmlab) were added to a 25 mL flask in DMF (4 mL). To the mixture was added K2CO3 (0.105 g, 0.758 mmol) and the mixture was heated to about 60° C. for about 17 h. The solvent was removed in vacuo and the material was washed with saturated aqueous NaHCO3 (10 mL) and extracted with EtOAc (15 mL), dried ... Product: O=C(C=CCCOC1CCCCO1)N1CCc2c(sc3ncnc(Nc4ccc(OCc5ccccn5)c(Cl)c4)c23)C1. As a reaction SMILES: [CH2:56]1[O:57][CH2:58][CH2:59][CH2:60]1.[CH:44]([N:45]([CH:46]([CH3:47])[CH3:48])[CH2:49][CH3:50])([CH3:51])[CH3:52].[Cl:1][c:2]1[cH:3][c:4]([NH:16][c:17]2[n:18][cH:19][n:20][c:21]3[s:22][c:23]4[c:28]([c:29]23)[CH2:27][CH2:26][NH:25][CH2:24]4)[cH:5][cH:6][c:7]1[O:8][CH2:9][c:10]1[n:11][cH:12][cH:13][cH:14][cH:15]1.[Cl:53][CH2:54][Cl:55].[O:30]1[CH:31]([O:36][CH2:37][CH2:38][CH:39]=[CH:40][C:41](=[O:42])[OH:43])[CH2:32][CH2:33][CH2:34][CH2:35]1>>[Cl:1][c:2]1[cH:3][c:4]([NH:16][c:17]2[n:18][cH:19][n:20][c:21]3[s:22][c:23]4[c:28]([c:29]23)[CH2:27][CH2:26][N:25]([C:41]([CH:40]=[CH:39][CH2:38][CH2:37][O:36][CH:31]2[O:30][CH2:35][CH2:34][CH2:33][CH2:32]2)=[O:42])[CH2:24]4)[cH:5][cH:6][c:7]1[O:8][CH2:9][c:10]1[n:11][cH:12][cH:13][cH:14][cH:15]1. Reactants: C1CCOC1, CCN(C(C)C)C(C)C, Clc1cc(Nc2ncnc3sc4c(c23)CCNC4)ccc1OCc1ccccn1, ClCCl, O=C(O)C=CCCOC1CCCCO1. Reactants: BrB(Br)Br, COc1ccc2c(C(C#N)CC3CCCCC3)n[nH]c2c1, ClCCl, ClCCl, [Na+], O=C([O-])O. The product is N#CC(CC1CCCCC1)c1n[nH]c2cc(O)ccc12. Reaction SMILES: [B:22]([Br:23])([Br:24])[Br:25].[CH:1]1([CH2:7][CH:8]([C:9]#[N:10])[c:11]2[n:12][nH:13][c:14]3[cH:15][c:16]([O:20][CH3:21])[cH:17][cH:18][c:19]23)[CH2:2][CH2:3][CH2:4][CH2:5][CH2:6]1.[Cl:26][CH2:27][Cl:28].[Cl:34][CH2:35][Cl:36].[Na+:33].[O-:29][C:30]([OH:31])=[O:32]>>[CH:1]1([CH2:7][CH:8]([C:9]#[N:10])[c:11]2[n:12][nH:13][c:14]3[cH:15][c:16]([OH:20])[cH:17][cH:18][c:19]23)[CH2:2][CH2:3][CH2:4][CH2:5][CH2:6]1. The reactants are C(CCCCCC)C1=CC=C(C=C1)C(C)=O (4′-heptylacetophenone), CC=1C=C(C=O)C=C(C1O)C (3,5-dimethyl-4-hydroxybenzaldehyde). Product: C(CCCCCC)C1=CC=C(C=C1)C(C=CC1=CC(=C(C(=C1)C)O)C)=O (1-[4-heptylphenyl]-3-[3,5-dimethyl-4-hydroxyphenyl]prop-2-en-1-one). Reaction SMILES: [CH2:1]([C:8]1[CH:13]=[CH:12][C:11]([C:14](=[O:16])[CH3:15])=[CH:10][CH:9]=1)[CH2:2][CH2:3][CH2:4][CH2:5][CH2:6][CH3:7].[CH3:17][C:18]1[CH:19]=[C:20]([CH:23]=[C:24]([CH3:27])[C:25]=1[OH:26])[CH:21]=O>>[CH2:1]([C:8]1[CH:9]=[CH:10][C:11]([C:14](=[O:16])[CH:15]=[CH:21][C:20]2[CH:23]=[C:24]([CH3:27])[C:25]([OH:26])=[C:18]([CH3:17])[CH:19]=2)=[CH:12][CH:13]=1)[CH2:2][CH2:3][CH2:4][CH2:5][CH2:6][CH3:7]. Procedure: This compound was synthesized from 4′-heptylacetophenone and 3,5-dimethyl-4-hydroxybenzaldehyde according to general method 1 described earlier. Yields the product Cl.Cl.Cl.CN(CCO)CCOCCC=1C=C2N=CC=NC2=CC1 (2-(methyl{2-[2-(6-quinoxalinyl)-ethoxy]ethyl}amino)-1-ethanol trihydrochloride). Run at time 1 hour. The solvent is C(C)O (ethanol), C(C)O (ethanol). Reactants: solution, Cl (hydrogen chloride), CN(CCO)CCOCCC=1C=C2N=CC=NC2=CC1 (2-(methyl{2-[2-(6-quinoxalinyl)ethoxy]ethyl}amino)-1-ethanol). Procedure details: In 3 mL of ethanol is dissolved 0.23 g of 2-(methyl{2-[2-(6-quinoxalinyl)ethoxy]ethyl}amino)-1-ethanol, to which is added 0.8 mL of 3.8 mol/L solution of dry hydrogen chloride in ethanol. The mixture is stirred at ambient temperature for one hour. By distilling off the solvent under reduced pressure, there is obtained 0.67 g of 2-(methyl{2-[2-(6-quinoxalinyl)-ethoxy]ethyl}amino)-1-ethanol trihydrochloride as an oily product. As a reaction SMILES: [CH3:1][N:2]([CH2:6][CH2:7][O:8][CH2:9][CH2:10][C:11]1[CH:12]=[C:13]2[C:18](=[CH:19][CH:20]=1)[N:17]=[CH:16][CH:15]=[N:14]2)[CH2:3][CH2:4][OH:5].[ClH:21]>C(O)C>[ClH:21].[ClH:21].[ClH:21].[CH3:1][N:2]([CH2:6][CH2:7][O:8][CH2:9][CH2:10][C:11]1[CH:12]=[C:13]2[C:18](=[CH:19][CH:20]=1)[N:17]=[CH:16][CH:15]=[N:14]2)[CH2:3][CH2:4][OH:5] |f:3.4.5.6|. Starting materials: BrC1=C(N(C2=CC=CC=C12)CCCOC1=CC=CC2=CC=CC=C12)C(=O)OCC (ethyl 3-bromo-1-(3-(naphthalen-1-yloxy)propyl)-1H-indole-2-carboxylate), [Br-].C(C1=CC=CC=C1)[Zn+] (benzyl zinc(II) bromide), (1,1′-bis(diphenylphosphino)ferrocene)dichloropalladium(II). The solvent is C1CCOC1 (THF), C1CCOC1 (THF), C(C)(=O)OCC (ethyl acetate). The product is C(C1=CC=CC=C1)C1=C(N(C2=CC=CC=C12)CCCOC1=CC=CC2=CC=CC=C12)C(=O)OCC (ethyl 3-benzyl-1-(3-(naphthalen-1-yloxy)propyl)-1H-indole-2-carboxylate). Reaction SMILES: Br[C:2]1[C:10]2[C:5](=[CH:6][CH:7]=[CH:8][CH:9]=2)[N:4]([CH2:11][CH2:12][CH2:13][O:14][C:15]2[C:24]3[C:19](=[CH:20][CH:21]=[CH:22][CH:23]=3)[CH:18]=[CH:17][CH:16]=2)[C:3]=1[C:25]([O:27][CH2:28][CH3:29])=[O:26].[Br-].[CH2:31]([Zn+])[C:32]1[CH:37]=[CH:36][CH:35]=[CH:34][CH:33]=1>C1COCC1.C(OCC)(=O)C>[CH2:31]([C:2]1[C:10]2[C:5](=[CH:6][CH:7]=[CH:8][CH:9]=2)[N:4]([CH2:11][CH2:12][CH2:13][O:14][C:15]2[C:24]3[C:19](=[CH:20][CH:21]=[CH:22][CH:23]=3)[CH:18]=[CH:17][CH:16]=2)[C:3]=1[C:25]([O:27][CH2:28][CH3:29])=[O:26])[C:32]1[CH:37]=[CH:36][CH:35]=[CH:34][CH:33]=1 |f:1.2|. Procedure: A mixture of EXAMPLE 31C (100 mg), 0.5M benzyl zinc(II) bromide in THF (1.32 mL) and (1,1′-bis(diphenylphosphino)ferrocene)dichloropalladium(II) (18 mg) in THF (2 mL) was stirred at 60° C. for 16 hours. The mixture was diluted with ethyl acetate, and the organic phase was washed with water and brine and dried (MgSO4), filtered, and concentrated. The concentrate was purified by flash chromatography on silica gel with 0-8% ethyl acetate/hexanes. The reactants are ClC1=CC=C(C=C1)S(=O)(=O)N=C=O (4-chlorobenzenesulfonyl isocyanate), ClC=1C=C(N)C=CC1Cl (3,4-dichloroaniline). Yields the product ClC1=CC=C(C=C1)S(=O)(=O)NC(=O)NC1=CC(=C(C=C1)Cl)Cl (4-Chloro-N-([(3,4-dichlorophenyl)amino]carbonyl)benzenesulfonamide). Isolated yield 91.7%. RXN SMILES: [Cl:1][C:2]1[CH:7]=[CH:6][C:5]([S:8]([N:11]=[C:12]=[O:13])(=[O:10])=[O:9])=[CH:4][CH:3]=1.[Cl:14][C:15]1[CH:16]=[C:17]([CH:19]=[CH:20][C:21]=1[Cl:22])[NH2:18]>>[Cl:1][C:2]1[CH:3]=[CH:4][C:5]([S:8]([NH:11][C:12]([NH:18][C:17]2[CH:19]=[CH:20][C:21]([Cl:22])=[C:15]([Cl:14])[CH:16]=2)=[O:13])(=[O:9])=[O:10])=[CH:6][CH:7]=1. Procedure: Following the procedure of Example 1, 5.04 g of 4-chlorobenzenesulfonyl isocyanate and 3.85 g of 3,4-dichloroaniline were allowed to react providing 8.06 g of the desired title product, m.p. 195°-196° C. Starting materials: COC1=CC=C(OC2=C(C=C(C=C2C)[N+](=O)[O-])C)C=C1 (4-(4-methoxy-phenoxy)-3,5-dimethyl-nitrobenzene), FC1=CC=C(C(=O)Cl)C=C1 (p-fluorobenzoyl chloride), ice. The reagents and catalysts are [Ti](Cl)(Cl)(Cl)Cl (titanium tetrachloride). Solvent: C(Cl)Cl (methylene chloride). Run at time 3 day. Product: CC1=C(OC=2C=CC(=C(C2)C(=O)C2=CC=C(C=C2)F)OC)C(=CC(=C1)[N+](=O)[O-])C ([5-(2,6-Dimethyl-4-nitro-phenoxy)-2-methoxy-phenyl]-(4-fluoro-phenyl)-methanone). Isolated yield 53.1%. Reaction SMILES: [CH3:1][O:2][C:3]1[CH:20]=[CH:19][C:6]([O:7][C:8]2[C:13]([CH3:14])=[CH:12][C:11]([N+:15]([O-:17])=[O:16])=[CH:10][C:9]=2[CH3:18])=[CH:5][CH:4]=1.[F:21][C:22]1[CH:30]=[CH:29][C:25]([C:26](Cl)=[O:27])=[CH:24][CH:23]=1>C(Cl)Cl.[Ti](Cl)(Cl)(Cl)Cl>[CH3:18][C:9]1[CH:10]=[C:11]([N+:15]([O-:17])=[O:16])[CH:12]=[C:13]([CH3:14])[C:8]=1[O:7][C:6]1[CH:5]=[CH:4][C:3]([O:2][CH3:1])=[C:20]([C:26]([C:25]2[CH:29]=[CH:30][C:22]([F:21])=[CH:23][CH:24]=2)=[O:27])[CH:19]=1. Reported procedure: To a solution of 4-(4-methoxy-phenoxy)-3,5-dimethyl-nitrobenzene (2.7 g, 10 mmol) and p-fluorobenzoyl chloride (4.0 g, 3.0 mL, 25 mmol) in methylene chloride (10 mL) was added titanium tetrachloride (1M in methylene chloride, 50 mL, 50 mmol). The reaction mixture was stirred at room temperature for 3 d, poured into ice (100 g), and stirred 1 h. The organic layer was separated and the aqueous layer was extracted with methylene chloride (3×50 mL). The combined organic extracts were washed with 5% ... Starting materials: FC=1C=C(COC2=CC=C3C(NC=NC3=C2)=O)C=CC1 (7-(3-Fluoro-benzyloxy)-3H-quinazolin-4-one), [Na] (Sodium), FC=1C=C(CO)C=CC1 (3-fluorobenzyl alcohol), FC1=CC=C2C(NC=NC2=C1)=O (7-fluoro-3H-quinazolin-4-one), Cl (HCl). Run in O (water). Product: FC=1C=C(COC2=CC=C3C(N(C=NC3=C2)CC(=O)N)=O)C=CC1 (2-[7-(3-Fluoro-benzyloxy)-4-oxo-4H-quinazolin-3-yl]-acetamide). Yield: 61.0%. As a reaction SMILES: [F:1][C:2]1[CH:3]=[C:4]([CH:18]=[CH:19][CH:20]=1)[CH2:5][O:6][C:7]1[CH:16]=[C:15]2[C:10]([C:11](=[O:17])[NH:12][CH:13]=[N:14]2)=[CH:9][CH:8]=1.[Na].FC1C=C(C=CC=1)CO.FC1C=C2[C:35]([C:36](=[O:42])[NH:37]C=N2)=CC=1.Cl>O>[F:1][C:2]1[CH:3]=[C:4]([CH:18]=[CH:19][CH:20]=1)[CH2:5][O:6][C:7]1[CH:16]=[C:15]2[C:10]([C:11](=[O:17])[N:12]([CH2:35][C:36]([NH2:37])=[O:42])[CH:13]=[N:14]2)=[CH:9][CH:8]=1 |^1:20|. Procedure details: 7-(3-Fluoro-benzyloxy)-3H-quinazolin-4-one: Sodium (1.8 g, 78.6 mmol) was added portionwise to 3-fluorobenzyl alcohol and the resulting mixture heated at 80–90° C. for 4 h under Argon. The resulting suspension was cooled to rt and 7-fluoro-3H-quinazolin-4-one (3.2 g, 19.5 mmol) was added and the resulting mixture heated at 130–140° C. for 14 h. The solid formed was then dissolved with water (400 mL) and the mixture acidified to pH 3–4 with HCl (4 N). The resulting precipitate was then filtered o...